Dataset: the Open Reaction Database (ORD), a public repository of structured organic reaction records. Task: describe an organic reaction: reactants, conditions, products, and yield Reactants: O (Water), FC(C(=O)O)(F)F (trifluoroacetic acid), C(C)OC(CN1C(C=2C(C1=O)=CC=CC2)=O)OCC (phthalimidoacetaldehyde diethyl acetal). The solvent is C(Cl)(Cl)Cl (chloroform). Conditions: time 48 hour. Yields the product O=C1N(C(C2=CC=CC=C12)=O)CC=O ((1,3-dioxo-1,3-dihydro-2H-isoindol-2-yl)acetaldehyde). The yield is 65.8%. As a reaction SMILES: O.FC(F)(F)C(O)=O.C([O:11][CH:12](OCC)[CH2:13][N:14]1[C:18](=[O:19])[C:17]2=[CH:20][CH:21]=[CH:22][CH:23]=[C:16]2[C:15]1=[O:24])C>C(Cl)(Cl)Cl>[O:24]=[C:15]1[C:16]2[C:17](=[CH:20][CH:21]=[CH:22][CH:23]=2)[C:18](=[O:19])[N:14]1[CH2:13][CH:12]=[O:11]. Reported procedure: Water (50 mL) and trifluoroacetic acid (50 mL) were added to a solution of phthalimidoacetaldehyde diethyl acetal (30.0 g, 114 mmol) in chloroform (200 mL), and the reaction mixture was stirred at room temperature for 48 hours. The aqueous layer was separated, adjusted to pH 7 with the addition of sodium carbonate, and extracted with several portions of dichloromethane. The combined organic fractions were dried over magnesium sulfate, filtered, and concentrated under reduced pressure to provide ... Starting materials: FC1=C(C(=O)NC2CCN(CC2)C)C=CC(=C1)[N+](=O)[O-] (2-fluoro-N-(1-methyl-4-piperidyl)-4-nitro-benzamide), CC=1C=C(C(=O)O)C=CC1[N+](=O)[O-] (3-Methyl-4-nitrobenzoic acid), Nitro. Product: NC1=C(C=C(C(=O)NC2CCN(CC2)C)C=C1)C (4-amino-3-methyl-N-(1-methyl-4-piperidyl)benzamide). RXN SMILES: F[C:2]1[CH:17]=[C:16]([N+:18]([O-])=O)[CH:15]=[CH:14][C:3]=1[C:4]([NH:6][CH:7]1[CH2:12][CH2:11][N:10]([CH3:13])[CH2:9][CH2:8]1)=[O:5].[CH3:21]C1C=C(C=CC=1[N+]([O-])=O)C(O)=O>>[NH2:18][C:16]1[CH:15]=[CH:14][C:3]([C:4]([NH:6][CH:7]2[CH2:12][CH2:11][N:10]([CH3:13])[CH2:9][CH2:8]2)=[O:5])=[CH:2][C:17]=1[CH3:21]. Procedure: The following intermediate was prepared in a manner analogous to Intermediate 62 utilising 3-Methyl-4-nitrobenzoic acid, available form Aldrich, as the starting Nitro acid. Reactants: C12(CC3CC(CC(C1)C3)C2)CO (1-adamantylmethanol), ClC=1C(=NC=C(C(=O)O)C1)Cl (5,6-dichloronicotinic acid), CC(C)([O-])C.[K+] (potassium tert-butoxide). Solvent: CS(=O)C (dimethyl sulfoxide), C(C)(=O)OCC (ethyl acetate), Cl (hydrochloric acid). Run at temperature 80 celsius. Yields the product C12(CC3CC(CC(C1)C3)C2)COC2=NC=C(C(=O)O)C=C2Cl (6-(adamantan-1-ylmethoxy)-5-chloronicotinic acid). Yield: 42.0%. RXN SMILES: [C:1]12([CH2:11][OH:12])[CH2:10][CH:5]3[CH2:6][CH:7]([CH2:9][CH:3]([CH2:4]3)[CH2:2]1)[CH2:8]2.[Cl:13][C:14]1[C:15](Cl)=[N:16][CH:17]=[C:18]([CH:22]=1)[C:19]([OH:21])=[O:20].CC(C)([O-])C.[K+]>CS(C)=O.C(OCC)(=O)C.Cl>[C:1]12([CH2:11][O:12][C:15]3[C:14]([Cl:13])=[CH:22][C:18]([C:19]([OH:21])=[O:20])=[CH:17][N:16]=3)[CH2:8][CH:7]3[CH2:6][CH:5]([CH2:4][CH:3]([CH2:9]3)[CH2:2]1)[CH2:10]2 |f:2.3|. Procedure: A mixture of 1-adamantylmethanol (5.32 g, 32.00 mmol), 5,6-dichloronicotinic acid (6.14 g, 32.00 mmol) and potassium tert-butoxide (8.3 g, 73.60 mmol) in anhydrous dimethyl sulfoxide (100 mL) was heated to 80° C. under nitrogen for 1 h. The reaction mixture was cooled to ambient temperature and diluted with ethyl acetate (500 mL) and 1.0 M aqueous hydrochloric acid (300 mL). The layers were separated and the organic layer was washed with 1.0 M aqueous hydrochloric acid (100 mL), brine (2×100 mL)...